This data is from the Open Reaction Database (ORD), a public repository of structured organic reaction records. The task is: describe an organic reaction: reactants, conditions, products, and yield Run in CO (methanol). Reported procedure: 2-(4-Fluorophenyl)-1-(4-pyridinyl)ethanone (0.1 mol/25.2 g) was suspended in 330 ml of methanol. After addition of sodium acetate (0.44 mol/36.1 g) and hydroxylamine*HCl (0.32 mol/22.0 g), the reaction mixture was heated under reflux with stirring for 1 h. On cooling in an ice bath, the title compound was obtained as a white precipitate. The precipitate was filtered off, washed with H2O and dried over P2O5 under reduced pressure. Yield: 14.3 g (62%) The product is FC1=CC=C(C=C1)C(C(=O)C1=CC=NC=C1)=NO (1-(4-Fluorophenyl)-2-pyridin-4-ylethane-1,2-dione-1-oxime). Conditions: time 1 hour. Starting materials: FC1=CC=C(C=C1)CC(=O)C1=CC=NC=C1 (2-(4-Fluorophenyl)-1-(4-pyridinyl)ethanone), C(C)(=O)[O-].[Na+] (sodium acetate), NO (hydroxylamine). Reaction SMILES: [F:1][C:2]1[CH:7]=[CH:6][C:5]([CH2:8][C:9]([C:11]2[CH:16]=[CH:15][N:14]=[CH:13][CH:12]=2)=[O:10])=[CH:4][CH:3]=1.C([O-])(=O)C.[Na+].[NH2:22][OH:23]>CO>[F:1][C:2]1[CH:7]=[CH:6][C:5]([C:8](=[N:22][OH:23])[C:9]([C:11]2[CH:16]=[CH:15][N:14]=[CH:13][CH:12]=2)=[O:10])=[CH:4][CH:3]=1 |f:1.2|. Reactants: C(CCCCC)C1C2C=CC(C1)C2 (5-hexyl-2-norbornene), C=CCCCC (1-hexene), [I-].C(C)[Al+]CC (diethylaluminum iodide), C(O)CN (ethanolamine), Solution A, MoCl5, Solution A. Run in C1(=CC=CC=C1)C (toluene). Conditions: time 1 hour. Yields the product C(CCCCC)C1C2C=CC(C1)C2.C=CCCCC (5-Hexyl-2-Norbornene 1-Hexene). As a reaction SMILES: [CH2:1]([CH:7]1[CH2:12][CH:11]2[CH2:13][CH:8]1[CH:9]=[CH:10]2)[CH2:2][CH2:3][CH2:4][CH2:5][CH3:6].[CH2:14]=[CH:15][CH2:16][CH2:17][CH2:18][CH3:19].[I-].C([Al+]CC)C.C(CN)O>C1(C)C=CC=CC=1>[CH2:1]([CH:7]1[CH2:12][CH:11]2[CH2:13][CH:8]1[CH:9]=[CH:10]2)[CH2:2][CH2:3][CH2:4][CH2:5][CH3:6].[CH2:14]=[CH:15][CH2:16][CH2:17][CH2:18][CH3:19] |f:2.3,6.7|. Procedure details: 50 ml dry toluene cosolvent, 7 ml 5-hexyl-2-norbornene, 0.5 ml 1-hexene solution, and 0.6 ml diethylaluminum iodide solution were charged to a dry, nitrogenpurged 7 oz. bottle. 0.75 ml of the MoCl5 solution was charged last. After about 1 hour the reaction was shortstopped using a mixture of ethanolamine, Solution A and antioxidant solution. The polymer cement was coagulated using excess Solution A in a Waring blender. A solid weighing more than 5 grams was recovered after being filtered and vac... The reactants are Cl (hydrochloric acid), C(C)C1=C(C(=CC(=C1)C)CC)C(C(=O)N(N=C(CS(=O)(=O)C)C)C)=O (1-[2-(2,6-diethyl-4-methylphenyl)-2-oxoacetyl]-1-methyl-2-(1-methylsulfonyl-2-propylidene)hydrazine), C1(=CC=CC=C1)C (toluene), O.[OH-].[Li+] (lithium hydroxide monohydrate). Procedure: To a 25 mL volume three-necked flask, 1-[2-(2,6-diethyl-4-methylphenyl)-2-oxoacetyl]-1-methyl-2-(1-methylsulfonyl-2-propylidene)hydrazine ((4-34)-(1)-39) (1.95 g), toluene (4.85 ml), and methanol (1.05 ml) were added under a nitrogen atmosphere, then added lithium hydroxide monohydrate (169 mg) at 0° C. After the mixture was stirred at 0° C. for 4 hours, 10 w/w % of hydrochloric acid was added to adjust to pH to less than 1, and extracted with toluene 3 times. The organic layers were combined an... Yield: 58.1%. Run at temperature 0 celsius, time 4 hour. The solvent is CO (methanol). RXN SMILES: [CH2:1]([C:3]1[CH:8]=[C:7]([CH3:9])[CH:6]=[C:5]([CH2:10][CH3:11])[C:4]=1[C:12](=O)[C:13]([N:15]([CH3:24])[N:16]=[C:17]([CH3:23])[CH2:18][S:19]([CH3:22])(=[O:21])=[O:20])=[O:14])[CH3:2].C1(C)C=CC=CC=1.O.[OH-].[Li+].Cl>CO>[CH2:1]([C:3]1[CH:8]=[C:7]([CH3:9])[CH:6]=[C:5]([CH2:10][CH3:11])[C:4]=1[C:12]1[C:13](=[O:14])[N:15]([CH3:24])[N:16]=[C:17]([CH3:23])[C:18]=1[S:19]([CH3:22])(=[O:21])=[O:20])[CH3:2] |f:2.3.4|. Yields the product C(C)C1=C(C(=CC(=C1)C)CC)C=1C(N(N=C(C1S(=O)(=O)C)C)C)=O (4-(2,6-diethyl-4-methylphenyl)-2,6-dimethyl-5-methylsulfonyl-2,3-dihydro-3-pyridazinone). Yields the product COC1=C(C=CC=C1)C1=NOC(=N1)C1=CC(=C(C=C1)N1CCCCC1)C (1-{4-[3-(2-methoxyphenyl)-1,2,4-oxadiazol-5-yl]-2-methylphenyl}piperidine). Reported procedure: Oxalyl chloride (139 μL; 1.64 mmol; 3 eq.), Intermediate 33 (120 mg; 0.55 mmol; 1 eq.), Intermediate 1 (91 mg; 0.55 mmol, 1 eq.) and DIEA (283 μL; 1.64 mmol; 3 eq.) were reacted according to general procedure 2. Purification by preparative HPLC (increasing amount of 0.1% TFA in CH3CN, in 0.1% TFA in water) afforded the title compound as an orange solid. Starting materials: C(C(=O)Cl)(=O)Cl (Oxalyl chloride), CC=1C=C(C(=O)O)C=CC1N1CCCCC1 (3-Methyl-4-piperidin-1-ylbenzoic acid), ON=C(N)C1=C(C=CC=C1)OC (N′-Hydroxy-2-methoxybenzenecarboximidamide), CCN(C(C)C)C(C)C (DIEA). RXN SMILES: C(Cl)(=O)C(Cl)=O.[CH3:7][C:8]1[CH:9]=[C:10]([CH:14]=[CH:15][C:16]=1[N:17]1[CH2:22][CH2:21][CH2:20][CH2:19][CH2:18]1)[C:11]([OH:13])=O.O[N:24]=[C:25]([C:27]1[CH:32]=[CH:31][CH:30]=[CH:29][C:28]=1[O:33][CH3:34])[NH2:26].CCN(C(C)C)C(C)C>>[CH3:34][O:33][C:28]1[CH:29]=[CH:30][CH:31]=[CH:32][C:27]=1[C:25]1[N:24]=[C:11]([C:10]2[CH:14]=[CH:15][C:16]([N:17]3[CH2:22][CH2:21][CH2:20][CH2:19][CH2:18]3)=[C:8]([CH3:7])[CH:9]=2)[O:13][N:26]=1. Reactants: O=C([O-])[O-], CN1CCCC1=O, [Cs+], [Cs+], Fc1ncccc1C1CCCOC1, O, Oc1ccc(Nc2nc3ccccc3s2)cc1. Yields the product c1cnc(Oc2ccc(Nc3nc4ccccc4s3)cc2)c(C2CCCOC2)c1. Reaction SMILES: [C:31](=[O:32])([O-:33])[O-:34].[CH3:37][N:38]1[CH2:39][CH2:40][CH2:41][C:42]1=[O:43].[Cs+:35].[Cs+:36].[F:1][c:2]1[n:3][cH:4][cH:5][cH:6][c:7]1[CH:8]1[CH2:9][O:10][CH2:11][CH2:12][CH2:13]1.[OH2:44].[s:14]1[c:15]([NH:23][c:24]2[cH:25][cH:26][c:27]([OH:30])[cH:28][cH:29]2)[n:16][c:17]2[c:18]1[cH:19][cH:20][cH:21][cH:22]2>>[c:2]1([O:30][c:27]2[cH:26][cH:25][c:24]([NH:23][c:15]3[s:14][c:18]4[c:17]([n:16]3)[cH:22][cH:21][cH:20][cH:19]4)[cH:29][cH:28]2)[n:3][cH:4][cH:5][cH:6][c:7]1[CH:8]1[CH2:9][O:10][CH2:11][CH2:12][CH2:13]1.